Dataset: the Open Reaction Database (ORD), a public repository of structured organic reaction records. Task: describe an organic reaction: reactants, conditions, products, and yield The reactants are CCCN(CCCCNc1ncc(Cc2ccnc(OC)c2)c(=O)[nH]1)c1ccccn1, CCO, Cl, O. Yields the product CCCN(CCCCNc1ncc(Cc2ccnc(O)c2)c(=O)[nH]1)c1ccccn1. As a reaction SMILES: [CH2:1]([CH2:2][CH3:3])[N:4]([c:5]1[n:6][cH:7][cH:8][cH:9][cH:10]1)[CH2:11][CH2:12][CH2:13][CH2:14][NH:15][c:16]1[n:17][cH:18][c:19]([CH2:23][c:24]2[cH:25][c:26]([O:30][CH3:31])[n:27][cH:28][cH:29]2)[c:20](=[O:22])[nH:21]1.[CH3:33][CH2:34][OH:35].[ClH:32].[OH2:36]>>[CH2:1]([CH2:2][CH3:3])[N:4]([c:5]1[n:6][cH:7][cH:8][cH:9][cH:10]1)[CH2:11][CH2:12][CH2:13][CH2:14][NH:15][c:16]1[n:17][cH:18][c:19]([CH2:23][c:24]2[cH:25][c:26]([OH:30])[n:27][cH:28][cH:29]2)[c:20](=[O:22])[nH:21]1. Reactants: CC(=O)O, Nc1nc(Cl)ccc1[N+](=O)[O-], [Fe], [NH4+], [OH-], O. The product is Nc1ccc(Cl)nc1N. Reaction SMILES: [CH3:1][C:2](=[O:3])[OH:4].[Cl:5][c:6]1[cH:7][cH:8][c:9]([N+:13]([O-:14])=[O:15])[c:10]([NH2:12])[n:11]1.[Fe:18].[NH4+:16].[OH-:17].[OH2:19]>>[Cl:5][c:6]1[cH:7][cH:8][c:9]([NH2:13])[c:10]([NH2:12])[n:11]1. Reactants: Brc1ccncc1, O=C1CCc2ccccc21, [Li]CCCC, CCOC(C)=O, CCOCC, CCCCCC, Cl, O. The product is OC1(c2ccncc2)CCc2ccccc21. Reaction SMILES: [Br:2][c:3]1[cH:4][cH:5][n:6][cH:7][cH:8]1.[C:20]1(=[O:29])[CH2:21][CH2:22][c:23]2[cH:24][cH:25][cH:26][cH:27][c:28]21.[CH2:15]([Li:16])[CH2:17][CH2:18][CH3:19].[CH3:30][CH2:31][O:32][C:33](=[O:34])[CH3:35].[CH3:36][CH2:37][O:38][CH2:39][CH3:40].[CH3:9][CH2:10][CH2:11][CH2:12][CH2:13][CH3:14].[ClH:1].[OH2:41]>>[c:3]1([C:20]2([OH:29])[CH2:21][CH2:22][c:23]3[cH:24][cH:25][cH:26][cH:27][c:28]32)[cH:4][cH:5][n:6][cH:7][cH:8]1. The reactants are O=C1CCC(=O)N1Br, O=C(OOC(=O)c1ccccc1)c1ccccc1, ClC(Cl)(Cl)Cl, C[N+]1([O-])CCOCC1, Cc1ccc(F)c(Oc2ccccc2)c1, COc1c(F)cc2c(ccn2C)c1F. The product is O=Cc1ccc(F)c(Oc2ccccc2)c1. Reaction SMILES: [Br:16][N:17]1[C:18](=[O:20])[CH2:21][CH2:22][C:23]1=[O:19].[C:24]([O:25][O:26][C:27](=[O:28])[c:29]1[cH:30][cH:31][cH:32][cH:33][cH:34]1)(=[O:35])[c:36]1[cH:37][cH:38][cH:39][cH:40][cH:41]1.[C:64]([Cl:65])([Cl:66])([Cl:67])[Cl:68].[CH3:42][N+:43]1([O-:44])[CH2:45][CH2:46][O:47][CH2:48][CH2:49]1.[F:1][c:2]1[c:3]([O:9][c:10]2[cH:11][cH:12][cH:13][cH:14][cH:15]2)[cH:4][c:5]([CH3:8])[cH:6][cH:7]1.[F:50][c:51]1[c:52]([O:53][CH3:54])[c:55]([F:56])[cH:57][c:58]2[c:59]1[cH:60][cH:61][n:62]2[CH3:63]>>[F:1][c:2]1[c:3]([O:9][c:10]2[cH:11][cH:12][cH:13][cH:14][cH:15]2)[cH:4][c:5]([CH:8]=[O:19])[cH:6][cH:7]1. Reactants: C(C)(C)(C)OC(=O)N1CCC(CC1)=O (4-oxo-piperidine-1-carboxylic acid tert-butyl ester), [N+](=O)([O-])C=CC1=CC=C(C=C1)Cl ((2-nitro-vinyl)-4-chlorobenzene). Run in ClC1=CC=C(CN)C=C1 (4-chlorobenzylamine). Yields the product ClC1=CC=C(CN2C=C(C=3CNCCC32)C3=CC=C(C=C3)Cl)C=C1 (1-(4-Chloro-benzyl)-3-(4-chloro-phenyl)-4,5,6,7-tetrahydro-1H-pyrrolo[3,2-c]pyridine). Yield: 52.4%. RXN SMILES: C(OC([N:8]1[CH2:13][CH2:12][C:11](=O)[CH2:10][CH2:9]1)=O)(C)(C)C.[N+:15]([CH:18]=[CH:19][C:20]1[CH:25]=[CH:24][C:23]([Cl:26])=[CH:22][CH:21]=1)([O-])=O>ClC1C=CC(CN)=CC=1>[Cl:26][C:23]1[CH:24]=[CH:25][C:20]([CH2:19][N:15]2[C:11]3[CH2:10][CH2:9][NH:8][CH2:13][C:12]=3[C:19]([C:20]3[CH:25]=[CH:24][C:23]([Cl:26])=[CH:22][CH:21]=3)=[CH:18]2)=[CH:21][CH:22]=1. Procedure details: The title compound (260.2 mg) was prepared from 0.55 g of 4-oxo-piperidine-1-carboxylic acid tert-butyl ester, 340 μL of 4-chlorobenzylamine, and 0.51 g of (2-nitro-vinyl)-4-chlorobenzene. MS (ESI): exact mass calculated for C20H18Cl2N2, 356.08. found, m/z 357.1 [M+H]+. 1H NMR (500 MHz, CD3OD): 7.37-7.31 (m, 6H), 7.17-7.13 (m, 3H), 5.15 (s, 2H), 4.35 (s, 2H), 3.51 (t, J=6.3 Hz, 2H), 2.85 (t, J=6.3 Hz, 2H).